This data is from the Open Reaction Database (ORD), a public repository of structured organic reaction records. The task is: describe an organic reaction: reactants, conditions, products, and yield Starting materials: COC(=O)C(C)OC, CC(=O)O, CC(=O)C(C)(C)C, [NH2-], [Na], O. The product is COC(C)C(=O)CC(=O)C(C)(C)C. RXN SMILES: [CH3:10][O:11][CH:12]([C:13](=[O:14])[O:15][CH3:16])[CH3:17].[CH3:19][C:20](=[O:21])[OH:22].[CH3:3][C:4]([C:5]([CH3:6])=[O:7])([CH3:8])[CH3:9].[NH2-:2].[Na:1].[OH2:18]>>[CH3:3][C:4]([C:5]([CH2:6][C:13]([CH:12]([O:11][CH3:10])[CH3:17])=[O:14])=[O:7])([CH3:8])[CH3:9]. Starting materials: O=C(O)CCCCCCCBr, O=C([O-])O, CCCCCC, CC(C)(C)OC(=N)C(Cl)(Cl)Cl, ClCCl, [Na+]. Yields the product CC(C)(C)OC(=O)CCCCCCCBr. As a reaction SMILES: [Br:1][CH2:2][CH2:3][CH2:4][CH2:5][CH2:6][CH2:7][CH2:8][C:9](=[O:10])[OH:11].[C:23](=[O:24])([OH:25])[O-:26].[CH3:31][CH2:32][CH2:33][CH2:34][CH2:35][CH3:36].[Cl:12][C:13]([Cl:14])([Cl:15])[C:20](=[NH:21])[O:22][C:16]([CH3:17])([CH3:18])[CH3:19].[Cl:28][CH2:29][Cl:30].[Na+:27]>>[Br:1][CH2:2][CH2:3][CH2:4][CH2:5][CH2:6][CH2:7][CH2:8][C:9](=[O:10])[O:11][C:16]([CH3:17])([CH3:18])[CH3:19]. Starting materials: CCOC(C)=O, CCCCCCC, ClCCl, Cc1cc(COc2ccc(S(=O)(=O)NCC(C(=O)NO)N3CCN(C(=O)OCc4ccccc4)CC3)cc2)c2ccccc2n1, O=C(O)C(F)(F)F. The product is Cc1cc(COc2ccc(S(=O)(=O)NCC(C(=O)NO)N3CCNCC3)cc2)c2ccccc2n1. Reaction SMILES: [C:46]([O:47][CH2:48][CH3:49])(=[O:50])[CH3:51].[CH3:52][CH2:53][CH2:54][CH2:55][CH2:56][CH2:57][CH3:58].[Cl:59][CH2:60][Cl:61].[OH:1][NH:2][C:3](=[O:4])[CH:5]([CH2:6][NH:7][S:8](=[O:9])(=[O:10])[c:11]1[cH:12][cH:13][c:14]([O:17][CH2:18][c:19]2[cH:20][c:21]([CH3:29])[n:22][c:23]3[cH:24][cH:25][cH:26][cH:27][c:28]23)[cH:15][cH:16]1)[N:30]1[CH2:31][CH2:32][N:33]([C:36]([O:37][CH2:38][c:39]2[cH:40][cH:41][cH:42][cH:43][cH:44]2)=[O:45])[CH2:34][CH2:35]1.[OH:62][C:63]([C:64]([F:65])([F:66])[F:67])=[O:68]>>[OH:1][NH:2][C:3](=[O:4])[CH:5]([CH2:6][NH:7][S:8](=[O:9])(=[O:10])[c:11]1[cH:12][cH:13][c:14]([O:17][CH2:18][c:19]2[cH:20][c:21]([CH3:29])[n:22][c:23]3[cH:24][cH:25][cH:26][cH:27][c:28]23)[cH:15][cH:16]1)[N:30]1[CH2:31][CH2:32][NH:33][CH2:34][CH2:35]1. Reactants: ClC=1C=C(C=CC1OCC1=CC(=CC=C1)F)NC1=NC=NC2=CC=C(C=C12)C1=CC=C(O1)C=O (5-[4-((3-chloro-4-((3-fluorobenzyl)oxy)phenyl)amino)quinazolin-6-yl]-2-furaldehyde), O.C1(=CC=C(C=C1)S(=O)(=O)O)C (p-toluenesulfonic acid monohydrate), NCCS(=O)(=O)C (2-aminoethylmethylsulfone). The reagents and catalysts are [Pd] (Pd—C). The solvent is CO (methanol), ClCCl (dichloromethane), CO (methanol), ClCCl (dichloromethane), CO (methanol). Yields the product CC1=CC=C(C=C1)S(=O)(=O)[O-] (monotosylate), CS(=O)(=O)CCNCC1=CC=C(O1)C=2C=CC3=C(C2)C(=NC=N3)NC=4C=CC(=C(C4)Cl)OCC=5C=CC=C(C5)F (Lapatinib). The yield is 106.0%. As a reaction SMILES: [Cl:1][C:2]1[CH:3]=[C:4]([NH:17][C:18]2[C:27]3[C:22](=[CH:23][CH:24]=[C:25]([C:28]4[O:32][C:31]([CH:33]=O)=[CH:30][CH:29]=4)[CH:26]=3)[N:21]=[CH:20][N:19]=2)[CH:5]=[CH:6][C:7]=1[O:8][CH2:9][C:10]1[CH:15]=[CH:14][CH:13]=[C:12]([F:16])[CH:11]=1.[NH2:35][CH2:36][CH2:37][S:38]([CH3:41])(=[O:40])=[O:39].O.[C:43]1([CH3:53])[CH:48]=[CH:47][C:46]([S:49]([OH:52])(=[O:51])=[O:50])=[CH:45][CH:44]=1>CO.ClCCl.[Pd]>[CH3:53][C:43]1[CH:44]=[CH:45][C:46]([S:49]([O-:52])(=[O:51])=[O:50])=[CH:47][CH:48]=1.[CH3:41][S:38]([CH2:37][CH2:36][NH:35][CH2:33][C:31]1[O:32][C:28]([C:25]2[CH:24]=[CH:23][C:22]3[N:21]=[CH:20][N:19]=[C:18]([NH:17][C:4]4[CH:5]=[CH:6][C:7]([O:8][CH2:9][C:10]5[CH:15]=[CH:14][CH:13]=[C:12]([F:16])[CH:11]=5)=[C:2]([Cl:1])[CH:3]=4)[C:27]=3[CH:26]=2)=[CH:29][CH:30]=1)(=[O:40])=[O:39] |f:2.3|. Procedure: The suspension of 5-[4-((3-chloro-4-((3-fluorobenzyl)oxy)phenyl)amino)quinazolin-6-yl]-2-furaldehyde (5 g, 10.6 mmoL) in methanol (25 mL) and dichloromethane (25 mL) was charged with 2-aminoethylmethylsulfone (1.4 g, 11.2 mmoL) slowly under constant stirring at room temperature. The reaction mixture was stirred for 2-4 hours until reaction completion and then the reaction mixture was charged with 5% Pd—C (500 mg) and stirred under hydrogen atmosphere (after evacuation) for 16-24 hours until reac... The reactants are COC(=O)c1ccc(Br)cc1, O=C([O-])[O-], Cc1ccccc1, ClCCl, [Cs+], [Cs+], O=C(CNC(=O)c1cccc(C(F)(F)F)c1)NC1CCN(C2CCNC2)C1, [Na+], O=C([O-])O, O=C(C=Cc1ccccc1)C=Cc1ccccc1, O=C(C=Cc1ccccc1)C=Cc1ccccc1, O=C(C=Cc1ccccc1)C=Cc1ccccc1, [Pd], [Pd]. The product is COC(=O)c1ccc(N2CCC(N3CCC(NC(=O)CNC(=O)c4cccc(C(F)(F)F)c4)C3)C2)cc1. Reaction SMILES: [Br:28][c:29]1[cH:30][cH:31][c:32]([C:33](=[O:34])[O:35][CH3:36])[cH:37][cH:38]1.[C:39](=[O:40])([O-:41])[O-:42].[CH3:50][c:51]1[cH:52][cH:53][cH:54][cH:55][cH:56]1.[Cl:113][CH2:114][Cl:115].[Cs+:43].[Cs+:44].[N:1]1([CH:23]2[CH2:24][NH:25][CH2:26][CH2:27]2)[CH2:2][CH:3]([NH:6][C:7]([CH2:8][NH:9][C:10]([c:11]2[cH:12][c:13]([C:17]([F:18])([F:19])[F:20])[cH:14][cH:15][cH:16]2)=[O:21])=[O:22])[CH2:4][CH2:5]1.[Na+:49].[O-:45][C:46]([OH:47])=[O:48].[O:59]=[C:60]([CH:61]=[CH:62][c:63]1[cH:64][cH:65][cH:66][cH:67][cH:68]1)[CH:69]=[CH:70][c:71]1[cH:72][cH:73][cH:74][cH:75][cH:76]1.[O:77]=[C:78]([CH:79]=[CH:80][c:81]1[cH:82][cH:83][cH:84][cH:85][cH:86]1)[CH:87]=[CH:88][c:89]1[cH:90][cH:91][cH:92][cH:93][cH:94]1.[O:95]=[C:96]([CH:97]=[CH:98][c:99]1[cH:100][cH:101][cH:102][cH:103][cH:104]1)[CH:105]=[CH:106][c:107]1[cH:108][cH:109][cH:110][cH:111][cH:112]1.[Pd:57].[Pd:58]>>[N:1]1([CH:23]2[CH2:24][N:25]([c:29]3[cH:30][cH:31][c:32]([C:33](=[O:34])[O:35][CH3:36])[cH:37][cH:38]3)[CH2:26][CH2:27]2)[CH2:2][CH:3]([NH:6][C:7]([CH2:8][NH:9][C:10]([c:11]2[cH:12][c:13]([C:17]([F:18])([F:19])[F:20])[cH:14][cH:15][cH:16]2)=[O:21])=[O:22])[CH2:4][CH2:5]1. The reactants are COC(=O)c1cc2[nH]c(-c3ccccc3)c(C3=CCCCC3)c2s1, CC[SiH](CC)CC, O=C(O)C(F)(F)F. Reaction SMILES: [C:1]1([c:7]2[c:8]3[c:9]([nH:10][c:11]2-[c:12]2[cH:13][cH:14][cH:15][cH:16][cH:17]2)[cH:18][c:19]([C:21](=[O:22])[O:23][CH3:24])[s:20]3)=[CH:2][CH2:3][CH2:4][CH2:5][CH2:6]1.[CH2:25]([SiH:26]([CH2:27][CH3:28])[CH2:29][CH3:30])[CH3:31].[F:32][C:33]([F:34])([F:35])[C:36]([OH:37])=[O:38]>>[CH:1]1([c:7]2[c:8]3[c:9]([nH:10][c:11]2-[c:12]2[cH:13][cH:14][cH:15][cH:16][cH:17]2)[cH:18][c:19]([C:21](=[O:22])[O:23][CH3:24])[s:20]3)[CH2:2][CH2:3][CH2:4][CH2:5][CH2:6]1. Yields the product COC(=O)c1cc2[nH]c(-c3ccccc3)c(C3CCCCC3)c2s1. Starting materials: BrC=1C=CC(=C(C(=O)O)C1)I (5-bromo-2-iodo-benzoic acid), [OH-].[K+] (potassium hydroxide), C1(=CC=CC=C1)S (thiophenol). Reagents/catalysts: [Cu] (copper). Solvent: O (water). Conditions: time 15 minute. Product: BrC=1C=C(C(=O)O)C(=CC1)SC1=CC=CC=C1 (3-bromo-6-(phenylthio)-benzoic acid). Reaction SMILES: [OH-].[K+].[C:3]1([SH:9])[CH:8]=[CH:7][CH:6]=[CH:5][CH:4]=1.[Br:10][C:11]1[CH:12]=[CH:13][C:14](I)=[C:15]([CH:19]=1)[C:16]([OH:18])=[O:17]>O.[Cu]>[Br:10][C:11]1[CH:19]=[C:15]([C:14]([S:9][C:3]2[CH:8]=[CH:7][CH:6]=[CH:5][CH:4]=2)=[CH:13][CH:12]=1)[C:16]([OH:18])=[O:17] |f:0.1|. Reported procedure: A solution of 400 g of potassium hydroxide in 3 litres of water is treated at 45° C under a nitrogen atmosphere with 179 ml of thiophenol and the mixture is stirred for 15 minutes. After the addition of 7.1 g of copper powder and 564 g of 5-bromo-2-iodo-benzoic acid, the resulting mixture is heated under reflux for 5 hours and subsequently filtered while hot, acidified while cooling with 420 ml of concentrated hydrochloric acid and extracted with ethyl acetate. The organic solution is washed wit... The reactants are NC1=C(C(=O)C2=CC=CC=C2)C=CC=C1 (2-aminobenzophenone), O.NN (hydrazine hydrate). Solvent: C(COCCO)O (diethylene glycol). Yields the product NC1=C(C(C2=CC=CC=C2)=NN)C=CC=C1 (2-aminobenzophenone hydrazone). RXN SMILES: [NH2:1][C:2]1[CH:15]=[CH:14][CH:13]=[CH:12][C:3]=1[C:4]([C:6]1[CH:11]=[CH:10][CH:9]=[CH:8][CH:7]=1)=O.O.[NH2:17][NH2:18]>C(O)COCCO>[NH2:1][C:2]1[CH:15]=[CH:14][CH:13]=[CH:12][C:3]=1[C:4](=[N:17][NH2:18])[C:6]1[CH:11]=[CH:10][CH:9]=[CH:8][CH:7]=1 |f:1.2|. Reported procedure: In the manner given in Preparation 1, 2-aminobenzophenone is refluxed with hydrazine hydrate in diethylene glycol to give 2-aminobenzophenone hydrazone. Starting materials: N[C@@H](CCCCN)C(=O)O (L-lysine). Run in O (water), CO (methanol). The product is N[C@@H](CCCCN)C(=O)[O-] (L-lysinate), N[C@@H](CCCCN)C(=O)O (L-lysine). Reaction SMILES: [NH2:1][C@H:2]([C:8]([OH:10])=[O:9])[CH2:3][CH2:4][CH2:5][CH2:6][NH2:7]>CO.O>[NH2:1][C@H:2]([C:8]([O-:10])=[O:9])[CH2:3][CH2:4][CH2:5][CH2:6][NH2:7].[NH2:1][C@H:2]([C:8]([OH:10])=[O:9])[CH2:3][CH2:4][CH2:5][CH2:6][NH2:7]. Reported procedure: The obtained sufficiently pure acid (0.080 g, 0.13 mmol) was dissolved in methanol (2 mL) and aqueous solution of L-lysine (0.025 g, 0.18 mmol) in water (1 mL) was added. Precipitation with acetonitrile gave the L-lysinate of the title acid (acid:L-lysine ratio 1:1.2). The reactants are (1S)-1-(chloromethyl)-2-methylbutanammonium chloride, C(#N)C1=CC(=C(C=C1)N=C=S)C (4-Cyano-2-methylphenyl isothiocyanate), (1S)-1-(chloromethyl)-2-methylbutanammonium chloride, OCCN (2-hydroxyethylamine), C(#N)C1=CC(=C(C=C1)N=C=S)C (4-cyano-2-methylphenyl isothiocyanate), OC[C@H](C(CC)C)N ((1S)-1-(Hydroxymethyl)-2-methylbutylamine), COC([C@@H](N)[C@@H](C)CC)=O ((L)-isoleucine methyl ester), NC1=CC=CC=C1 (aniline). Yields the product C(#N)C1=CC(=C(N)C=C1)C (4-Cyano-2-methylaniline), C(#N)C1=CC(=C(C=C1)N=C1SC[C@@H](N1)C(C)CC)C ((4S)-2-(4-cyano-2-methylphenylimino)-4-(2-butyl)-1,3-thiazolidine). As a reaction SMILES: O[CH2:2][C@@H:3]([NH2:8])[CH:4]([CH3:7])[CH2:5][CH3:6].COC(=O)[C@H]([C@H](CC)C)N.OCCN.NC1C=CC=CC=1.[C:30]([C:32]1[CH:37]=[CH:36][C:35]([N:38]=[C:39]=[S:40])=[C:34]([CH3:41])[CH:33]=1)#[N:31]>>[C:30]([C:32]1[CH:37]=[CH:36][C:35]([NH2:38])=[C:34]([CH3:41])[CH:33]=1)#[N:31].[C:30]([C:32]1[CH:37]=[CH:36][C:35]([N:38]=[C:39]2[NH:8][C@@H:3]([CH:4]([CH2:5][CH3:6])[CH3:7])[CH2:2][S:40]2)=[C:34]([CH3:41])[CH:33]=1)#[N:31]. Reported procedure: (1S)-1-(Hydroxymethyl)-2-methylbutylamine was made from (L)-isoleucine methyl ester as described in Method B1b. The 2-hydroxyethylamine was converted to (1S)-1-(chloromethyl)-2-methylbutanammonium chloride as described in Method B7a. 4-Cyano-2-methylaniline was synthesized as described in Method A1a. The aniline was converted to 4-cyano-2-methylphenyl isothiocyanate as described in Method A2a, Step 3. 4-Cyano-2-methylphenyl isothiocyanate was reacted with (1S)-1-(chloromethyl)-2-methylbutanammon...